Dataset: the Open Reaction Database (ORD), a public repository of structured organic reaction records. Task: describe an organic reaction: reactants, conditions, products, and yield The reactants are O=C([O-])[O-], CCC(C)=O, ClCc1ccc(Cl)cc1, O=[N+]([O-])c1ccc(O)cc1F, [K+], [K+]. The product is O=[N+]([O-])c1ccc(OCc2ccc(Cl)cc2)cc1F. Reaction SMILES: [C:21](=[O:22])([O-:23])[O-:24].[CH2:27]([C:28]([CH3:29])=[O:30])[CH3:31].[Cl:12][c:13]1[cH:14][cH:15][c:16]([CH2:19][Cl:20])[cH:17][cH:18]1.[F:1][c:2]1[cH:3][c:4]([OH:11])[cH:5][cH:6][c:7]1[N+:8](=[O:9])[O-:10].[K+:25].[K+:26]>>[F:1][c:2]1[cH:3][c:4]([O:11][CH2:19][c:16]2[cH:15][cH:14][c:13]([Cl:12])[cH:18][cH:17]2)[cH:5][cH:6][c:7]1[N+:8](=[O:9])[O-:10]. Reactants: O=C([O-])[O-], CC(C)(C)[Si](C)(C)Oc1ccc2cc[nH]c2c1, CC(C)(C)OC(=O)CBr, CCOC(C)=O, [Cs+], [Cs+], CN(C)C=O, O. Product: CC(C)(C)OC(=O)Cn1ccc2ccc(O[Si](C)(C)C(C)(C)C)cc21. RXN SMILES: [C:18](=[O:19])([O-:20])[O-:21].[C:1]([CH3:2])([CH3:3])([CH3:4])[Si:5]([O:6][c:7]1[cH:8][cH:9][c:10]2[cH:11][cH:12][nH:13][c:14]2[cH:15]1)([CH3:16])[CH3:17].[C:24]([CH3:25])([CH3:26])([CH3:27])[O:28][C:29]([CH2:30][Br:31])=[O:32].[C:33]([O:34][CH2:35][CH3:36])(=[O:37])[CH3:38].[Cs+:22].[Cs+:23].[O:40]=[CH:41][N:42]([CH3:43])[CH3:44].[OH2:39]>>[C:1]([CH3:2])([CH3:3])([CH3:4])[Si:5]([O:6][c:7]1[cH:8][cH:9][c:10]2[cH:11][cH:12][n:13]([CH2:30][C:29]([O:28][C:24]([CH3:25])([CH3:26])[CH3:27])=[O:32])[c:14]2[cH:15]1)([CH3:16])[CH3:17]. Starting materials: CN(C(C(F)(F)F)=O)[Si](C)(C)C (N-methyl-N-trimethylsilyltrifluoroacetamide), OC=1C=C(C(=O)NN)C=CC1O (3,4-dihydroxybenzoic acid, hydrazide), C1(=CC=CC=C1)COC(=O)NNC(=O)Cl ([[[(phenylmethoxy)carbonyl]hydrazino]carbonyl]chloride). The solvent is C(C)#N (acetonitrile). The product is C1(=CC=CC=C1)COC(=O)NNC(=O)NNC(C1=CC(=C(C=C1)O)O)=O (3,4-Dihydroxybenzoic acid, 2-[[2-[(phenylmethoxy)carbonyl]hydrazino]carbonyl]hydrazide). RXN SMILES: CN([Si](C)(C)C)C(=O)C(F)(F)F.[OH:13][C:14]1[CH:15]=[C:16]([CH:21]=[CH:22][C:23]=1[OH:24])[C:17]([NH:19][NH2:20])=[O:18].[C:25]1([CH2:31][O:32][C:33]([NH:35][NH:36][C:37](Cl)=[O:38])=[O:34])[CH:30]=[CH:29][CH:28]=[CH:27][CH:26]=1>C(#N)C>[C:25]1([CH2:31][O:32][C:33]([NH:35][NH:36][C:37]([NH:20][NH:19][C:17](=[O:18])[C:16]2[CH:21]=[CH:22][C:23]([OH:24])=[C:14]([OH:13])[CH:15]=2)=[O:38])=[O:34])[CH:26]=[CH:27][CH:28]=[CH:29][CH:30]=1. Procedure details: 19.52 ml (0.10 mol) of N-methyl-N-trimethylsilyltrifluoroacetamide was added to a suspension of 4.20 g (0.025 mol) of 3,4-dihydroxybenzoic acid, hydrazide in 25 ml of dry acetonitrile. Stirring was continued at room temperature until a clear solution was formed (40 minutes). After evaporation in vacuo at 30°-40° C., the residue was dissolved in 25 ml of dry dichloromethane. This solution was dropped into a stirred suspension of 5.72 g (25.0 mmol) of [[[(phenylmethoxy)carbonyl]hydrazino]carbonyl]... Starting materials: N1(C=NC=C1)C(CC=1C(=NN2C1N=CC=C2)C2=CC=C(C=C2)C)=O (3-[2-(1H-imidazole-1-yl)-2-oxoethyl]-2-(4-methylphenyl)pyrazolo[1,5-a]pyrimidine), CNC (dimethylamine). Solvent: O1CCCC1 (tetrahydrofuran), O1CCCC1 (tetrahydrofuran), O (water). Run at time 16 hour. The product is CN(C(CC=1C(=NN2C1N=CC=C2)C2=CC=C(C=C2)C)=O)C (N,N-Dimethyl-2-(4-methylphenyl)pyrazolo[1,5-a]pyrimidine-3-acetamide). Yield: 54.4%. RXN SMILES: [N:1]1([C:6](=[O:24])[CH2:7][C:8]2[C:9]([C:17]3[CH:22]=[CH:21][C:20]([CH3:23])=[CH:19][CH:18]=3)=[N:10][N:11]3[CH:16]=[CH:15][CH:14]=[N:13][C:12]=23)[CH:5]=CN=[CH:2]1.CNC>O1CCCC1.O>[CH3:5][N:1]([CH3:2])[C:6](=[O:24])[CH2:7][C:8]1[C:9]([C:17]2[CH:18]=[CH:19][C:20]([CH3:23])=[CH:21][CH:22]=2)=[N:10][N:11]2[CH:16]=[CH:15][CH:14]=[N:13][C:12]=12. Procedure details: A stirred slurry of 3.2 g (0.010 mole) of 3-[2-(1H-imidazole-1-yl)-2-oxoethyl]-2-(4-methylphenyl)pyrazolo[1,5-a]pyrimidine (prepared from 2-(4-methylphenyl)pyrazolo[1,5-a]pyrimidine-3-acetic acid and 1,1'-carbonyldiimidazole) in 20 ml of dry tetrahydrofuran was treated with 3 ml of dimethylamine in 10 ml of dry tetrahydrofuran. After stirring for 16 hours, the reaction mixture was diluted with 100 ml of water and the precipitated solid collected by filtration (1.4 g). The crude product was purif... Reactants: Br, O=N[O-], NC(C(=O)O)C1CCCCC1, [Na+], O. The product is O=C(O)C(Br)C1CCCCC1. As a reaction SMILES: [BrH:12].[N:13]([O-:14])=[O:15].[NH2:1][CH:2]([C:3](=[O:4])[OH:5])[CH:6]1[CH2:7][CH2:8][CH2:9][CH2:10][CH2:11]1.[Na+:16].[OH2:17]>>[CH:2]([C:3](=[O:4])[OH:5])([CH:6]1[CH2:7][CH2:8][CH2:9][CH2:10][CH2:11]1)[Br:12]. The reactants are CN(C)CC1CC(C1)C1=NC(=C2N1C=CN=C2N)C2=CC(=CC=C2)OCC2=CC=CC=C2 (3-(3-Dimethylaminomethyl-cyclobutyl)-1-(3-benzyloxyphenyl)-imidazo[1,5-a]pyrazin-8-ylamine), N1CCCC1 (pyrrolidine). Product: N1(CCCC1)C[C@H]1C[C@H](C1)C1=NC(=C2N1C=CN=C2N)C2=CC(=CC=C2)OCC2=CC=CC=C2 (cis-3-(3-Pyrrolidin-1-ylmethylcyclobutyl)-1-(3-benzyloxyphenyl)-imidazo[1,5-a]pyrazin-8-ylamine). RXN SMILES: [CH3:1][N:2]([CH2:4][CH:5]1[CH2:8][CH:7]([C:9]2[N:13]3[CH:14]=[CH:15][N:16]=[C:17]([NH2:18])[C:12]3=[C:11]([C:19]3[CH:24]=[CH:23][CH:22]=[C:21]([O:25][CH2:26][C:27]4[CH:32]=[CH:31][CH:30]=[CH:29][CH:28]=4)[CH:20]=3)[N:10]=2)[CH2:6]1)[CH3:3].N1CC[CH2:35][CH2:34]1>>[N:2]1([CH2:4][C@@H:5]2[CH2:6][C@H:7]([C:9]3[N:13]4[CH:14]=[CH:15][N:16]=[C:17]([NH2:18])[C:12]4=[C:11]([C:19]4[CH:24]=[CH:23][CH:22]=[C:21]([O:25][CH2:26][C:27]5[CH:28]=[CH:29][CH:30]=[CH:31][CH:32]=5)[CH:20]=4)[N:10]=3)[CH2:8]2)[CH2:1][CH2:35][CH2:34][CH2:3]1. Reported procedure: Procedures for 3-(3-Dimethylaminomethyl-cyclobutyl)-1-(3-benzyloxyphenyl)-imidazo[1,5-a]pyrazin-8-ylamine were followed, replacing dimethylamine with pyrrolidine, LC-MS (ES, Pos.): m/z 454 [MH+].